This data is from the Open Reaction Database (ORD), a public repository of structured organic reaction records. The task is: describe an organic reaction: reactants, conditions, products, and yield The reactants are Cl (hydrochloric acid), C1CCOC1 (THF), ClC1=CC=C2CC(C(NC2=C1)=O)C(=O)N(C)C (7-chloro-N,N-dimethyl-2-oxo-1,2,3,4-tetrahydro-3-quinolinecarboxamide). Solvent: O (water). Conditions: time 1 hour. The product is ClC1=CC=C2CC(CNC2=C1)CN(C)C (7-Chloro-3-(N,N-dimethylamino)methyl-1,2,3,4-tetrahydroquinoline). Yield: 88.8%. RXN SMILES: C1COCC1.[Cl:6][C:7]1[CH:16]=[C:15]2[C:10]([CH2:11][CH:12]([C:18]([N:20]([CH3:22])[CH3:21])=O)[C:13](=O)[NH:14]2)=[CH:9][CH:8]=1.Cl>O>[Cl:6][C:7]1[CH:16]=[C:15]2[C:10]([CH2:11][CH:12]([CH2:18][N:20]([CH3:22])[CH3:21])[CH2:13][NH:14]2)=[CH:9][CH:8]=1. Reported procedure: 1M Borane/THF complex (80 ml) was added to a THF (180 ml) suspension of 7-chloro-N,N-dimethyl-2-oxo-1,2,3,4-tetrahydro-3-quinolinecarboxamide (5.055 g). The reaction mixture was heated under ref lux and left standing for cooling. The reaction mixture was ice-cooled, to which was added water (5 ml) and 6N hydrochloric acid (50 ml). The mixture was stirred at room temperature for one hour, then concentrated. A methanol solution (100 ml) of the residue was heated under reflux for 75 minutes and the... The reactants are [OH-].[Na+] (sodium hydroxide), C(C)C1=C(C=CC=C1)NN=C(C(=O)OCC)C(=O)OCC (diethyl ((2-ethylphenyl)hydrazono)malonate), [OH-].[Na+] (sodium hydroxide). Run in C(C)O (ethanol). Yields the product C(C)C1=C(C=CC=C1)NN=C(C(=O)O)C(=O)O (((2-ethylphenyl)hydrazono)malonic acid). Reaction SMILES: [OH-].[Na+].[CH2:3]([C:5]1[CH:10]=[CH:9][CH:8]=[CH:7][C:6]=1[NH:11][N:12]=[C:13]([C:19]([O:21]CC)=[O:20])[C:14]([O:16]CC)=[O:15])[CH3:4]>C(O)C>[CH2:3]([C:5]1[CH:10]=[CH:9][CH:8]=[CH:7][C:6]=1[NH:11][N:12]=[C:13]([C:19]([OH:21])=[O:20])[C:14]([OH:16])=[O:15])[CH3:4] |f:0.1|. Procedure: 48 ml of 2 N aqueous sodium hydroxide solution was added over 15 minutes to a stirred, refluxing mixture of 22.5 g of 53A in 48 ml of ethanol. A further 192 ml of 1 N aqueous sodium hydroxide solution was added over 20 minutes to the gently refluxing mixture. Then the mixture was filtered through Celite, and the filtrate was poured into a stirred mixture of 30 ml of concentrated hydrochloric acid, 90 ml of water and about 100 g of ice. The mixture was filtered. The solid was washed with water, d... Reactants: C(C1=CC=CC=C1)=O (benzaldehyde), Example 7 one, N1=CC=C(C=C1)C=O (4-pyridinecarboxaldehyde), FC1=CC=C(C=C1)N1C=C(C(C2=CC(=C(C=C12)N1CC(CC1)N)F)=O)C(=O)O (1-p-fluorophenyl-6-fluoro-1,4-dihydro-4-oxo-7-(3-amino-1-pyrrolidinyl)-quinoline-3-carboxylic acid). The product is FC1=CC=C(C=C1)N1C=C(C(C2=CC(=C(C=C12)N1CC(CC1)N=CC1=CC=C(C=C1)C)F)=O)C(=O)O (1-p-fluorophenyl-6-fluoro-1,4-dihydro-4-oxo-7-(3-(4-methylbenzylidene)amino-1-pyrrolidinyl)-quinoline-3-carboxylic acid). RXN SMILES: [CH:1](=O)[C:2]1[CH:7]=[CH:6][CH:5]=[CH:4][CH:3]=1.N1C=CC(C=O)=C[CH:10]=1.[F:17][C:18]1[CH:23]=[CH:22][C:21]([N:24]2[C:33]3[C:28](=[CH:29][C:30]([F:40])=[C:31]([N:34]4[CH2:38][CH2:37][CH:36]([NH2:39])[CH2:35]4)[CH:32]=3)[C:27](=[O:41])[C:26]([C:42]([OH:44])=[O:43])=[CH:25]2)=[CH:20][CH:19]=1>>[F:17][C:18]1[CH:23]=[CH:22][C:21]([N:24]2[C:33]3[C:28](=[CH:29][C:30]([F:40])=[C:31]([N:34]4[CH2:38][CH2:37][CH:36]([N:39]=[CH:1][C:2]5[CH:7]=[CH:6][C:5]([CH3:10])=[CH:4][CH:3]=5)[CH2:35]4)[CH:32]=3)[C:27](=[O:41])[C:26]([C:42]([OH:44])=[O:43])=[CH:25]2)=[CH:20][CH:19]=1. Procedure: In the described fashion of Example 1 replacing benzaldehyde with 4-pyridinecarboxaldehyde and using the acid (1) R=o,p-difluorophenyl) described in Example 7 one obtains 1-o,p-difluorophenyl-6-fluoro-1,4-dihydro-4-oxo-7-(3-(4-pyridylidene)amino-1-pyrrolidinyl)quinoline-3-carboxylic acid (3) (R=o,p-difluorophenyl, Z=4-pyridine). Starting materials: NC1=CC(=NN1C1=CC=C(C=C1)O)C(C)(C)C (4-(5-amino-3-tert-butyl-pyrazol-1-yl)-phenol), C(C)(C)(C)OC(=O)N1CCC(CC1)CCO (4-(2-hydroxy-ethyl)-piperidine-1-carboxylic acid tert-butyl ester), C1CCN(CC1)C(=O)N=NC(=O)N2CCCCC2 (ADDP), C1(=CC=CC=C1)P(C1=CC=CC=C1)C1=CC=CC=C1 (triphenylphosphine). The solvent is C1CCOC1 (THF). Conditions: time 8 hour. Yields the product C(C)(C)(C)OC(=O)N1CCC(CC1)CCOC1=CC=C(C=C1)N1N=C(C=C1N)C(C)(C)C (4-{2-[4-(5-amino-3-tert-butyl-pyrazol-1-yl)-phenoxy]-ethyl}-piperidine-1-carboxylic acid tert-butyl ester). The yield is 82.9%. Reaction SMILES: [NH2:1][C:2]1[N:6]([C:7]2[CH:12]=[CH:11][C:10]([OH:13])=[CH:9][CH:8]=2)[N:5]=[C:4]([C:14]([CH3:17])([CH3:16])[CH3:15])[CH:3]=1.[C:18]([O:22][C:23]([N:25]1[CH2:30][CH2:29][CH:28]([CH2:31][CH2:32]O)[CH2:27][CH2:26]1)=[O:24])([CH3:21])([CH3:20])[CH3:19].C1CCN(C(N=NC(N2CCCCC2)=O)=O)CC1.C1(P(C2C=CC=CC=2)C2C=CC=CC=2)C=CC=CC=1>C1COCC1>[C:18]([O:22][C:23]([N:25]1[CH2:30][CH2:29][CH:28]([CH2:31][CH2:32][O:13][C:10]2[CH:11]=[CH:12][C:7]([N:6]3[C:2]([NH2:1])=[CH:3][C:4]([C:14]([CH3:17])([CH3:16])[CH3:15])=[N:5]3)=[CH:8][CH:9]=2)[CH2:27][CH2:26]1)=[O:24])([CH3:21])([CH3:20])[CH3:19]. Reported procedure: To a solution of 4-(5-amino-3-tert-butyl-pyrazol-1-yl)-phenol (550 mg, 2.4 mmol) and 4-(2-hydroxy-ethyl)-piperidine-1-carboxylic acid tert-butyl ester (505 mg, 2.18 mmol) in 50 mL THF was added ADDP (825 mg, 3.28 mmol) and triphenylphosphine (858 mg, 3.28 mmol). The reaction mixture was stirred at room temperature under nitrogen overnight. The solid was removed by filtration, the filtrate was concentrated and the residue was purified by MPLC (80:20 hexane/EtOAc) to give the desired product 4-{2-... Reactants: OCC(=O)C1=CC=C(C#N)C=C1 (4-(2-hydroxyacetoyl)benzonitrile), C(C)(C)(C)OC(CN)=O (glycine tert-butyl ester), C(#N)[BH3-].[Na+] (Sodium cyanoborohydride), C(C)(=O)O (acetic acid). Solvent: C(Cl)Cl (DCM), O (water), C(Cl)Cl.CO (DCM MeOH). Reaction conditions: time 18 hour. Product: C(#N)C1=CC=C(C=C1)C(CO)NCC(=O)OC(C)(C)C (tert-butyl 2-(1-(4-cyanophenyl)-2-hydroxyethylamino)acetate). RXN SMILES: [OH:1][CH2:2][C:3]([C:5]1[CH:12]=[CH:11][C:8]([C:9]#[N:10])=[CH:7][CH:6]=1)=O.[C:13]([O:17][C:18](=[O:21])[CH2:19][NH2:20])([CH3:16])([CH3:15])[CH3:14].C([BH3-])#N.[Na+].C(O)(=O)C>C(Cl)Cl.CO.C(Cl)Cl.O>[C:9]([C:8]1[CH:11]=[CH:12][C:5]([CH:3]([NH:20][CH2:19][C:18]([O:17][C:13]([CH3:16])([CH3:15])[CH3:14])=[O:21])[CH2:2][OH:1])=[CH:6][CH:7]=1)#[N:10] |f:2.3,5.6|. Procedure details: A solution of 4-(2-hydroxyacetoyl)benzonitrile (0.730 g; 4.53 mmol) and glycine tert-butyl ester (0.896 mg; 6.80 mmol) in DCM/MeOH (1:1; 12 mL) was stirred at ambient temperature for 1 hour. Sodium cyanoborohydride (0.342 g; 6.80 mmol) and acetic acid (0.389 mL; 6.80 mmol) were added to the reaction mixture and the mixture stirred for 18 hours. The reaction mixture was diluted with DCM and water and then poured through a hydrophobic frit. The filtrate was evaporated in vacuo. The residue was pur... Starting materials: C(C)(C)(C)OC(=O)[C@H]1N([C@H](SC1)C1=CC(=CC=C1)F)C(CNC(NC=1C=C(C(=O)OCC[Si](C)(C)C)C=CC1)=O)=O (2-trimethylsilylethyl (2R,4R)-3-{3-{2-[4-tert-butoxycarbonyl-2-(3-fluorophenyl)-3-thiazolidinyl]-2-oxoethyl}ureido}benzoate). The solvent is [F-].C(CCC)[N+](CCCC)(CCCC)CCCC (tetrabutylammonium fluoride). Yields the product C(C)(C)(C)OC(=O)[C@H]1N([C@H](SC1)C1=CC(=CC=C1)F)C(CNC(NC=1C=C(C(=O)O)C=CC1)=O)=O ((2R,4R)-3-{3-{2-[4-tert-butoxycarbonyl-2-(3-fluorophenyl)-3-thiazolidinyl]-2-oxoethyl}ureido}benzoic acid). The yield is 16.5%. RXN SMILES: [C:1]([O:5][C:6]([C@@H:8]1[CH2:12][S:11][C@H:10]([C:13]2[CH:18]=[CH:17][CH:16]=[C:15]([F:19])[CH:14]=2)[N:9]1[C:20](=[O:41])[CH2:21][NH:22][C:23](=[O:40])[NH:24][C:25]1[CH:26]=[C:27]([CH:37]=[CH:38][CH:39]=1)[C:28]([O:30]CC[Si](C)(C)C)=[O:29])=[O:7])([CH3:4])([CH3:3])[CH3:2]>[F-].C([N+](CCCC)(CCCC)CCCC)CCC>[C:1]([O:5][C:6]([C@@H:8]1[CH2:12][S:11][C@H:10]([C:13]2[CH:18]=[CH:17][CH:16]=[C:15]([F:19])[CH:14]=2)[N:9]1[C:20](=[O:41])[CH2:21][NH:22][C:23](=[O:40])[NH:24][C:25]1[CH:26]=[C:27]([CH:37]=[CH:38][CH:39]=1)[C:28]([OH:30])=[O:29])=[O:7])([CH3:4])([CH3:2])[CH3:3] |f:1.2|. Reported procedure: The operation is carried out in a fashion similar to that described in Example 41, but starting from 1.6 g of 2-trimethylsilylethyl (2R,4R)-3-{3-{2-[4-tert-butoxycarbonyl-2-(3-fluorophenyl)-3-thiazolidinyl]-2-oxoethyl}ureido}benzoate in 5.3 cm3 of 1M tetrabutylammonium fluoride solution. The crude product is purified by chromatography on silica [eluent: ethyl acetate/methanol (90/10 by volume)]. The fractions containing the expected product are combined and concentrated to dryness under reduced ... The reactants are ClC=1C=C(C(=NC1)C=1C=NC=CC1)C(=O)NCC1=CC(=C(C=C1)OC)OC (5-chloro-N-(3,4-dimethoxybenzyl)-2,3′-bipyridine-3-carboxamide), ClC=1C=C(C=C(C1)Cl)B(O)O (3,5-dichlorophenyl boronic acid), C1(CCCCC1)CNCC1CCCCC1 (N,N-dicylohexylmethylamine). Reagents/catalysts: CC(C)([P](C(C)(C)C)([Pd][P](C(C)(C)C)(C(C)(C)C)C(C)(C)C)C(C)(C)C)C (bis(tri-t-butylphosphine)palladium). Run in O1CCOCC1 (dioxane). Reaction conditions: temperature 110 celsius, time 20 minute. The product is ClC=1C=C(C=C(C1)Cl)C=1C=C(C(=NC1)C=1C=NC=CC1)C(=O)NCC1=CC(=C(C=C1)OC)OC (5-(3,5-dichlorophenyl)-N-(3,4-dimethoxybenzyl)-2,3′-bipyridine-3-carboxamide). Reaction SMILES: Cl[C:2]1[CH:3]=[C:4]([C:14]([NH:16][CH2:17][C:18]2[CH:23]=[CH:22][C:21]([O:24][CH3:25])=[C:20]([O:26][CH3:27])[CH:19]=2)=[O:15])[C:5]([C:8]2[CH:9]=[N:10][CH:11]=[CH:12][CH:13]=2)=[N:6][CH:7]=1.[Cl:28][C:29]1[CH:30]=[C:31](B(O)O)[CH:32]=[C:33]([Cl:35])[CH:34]=1.C1(CNCC2CCCCC2)CCCCC1>O1CCOCC1.CC(C)([P](C(C)(C)C)([Pd][P](C(C)(C)C)(C(C)(C)C)C(C)(C)C)C(C)(C)C)C>[Cl:28][C:29]1[CH:30]=[C:31]([C:2]2[CH:3]=[C:4]([C:14]([NH:16][CH2:17][C:18]3[CH:23]=[CH:22][C:21]([O:24][CH3:25])=[C:20]([O:26][CH3:27])[CH:19]=3)=[O:15])[C:5]([C:8]3[CH:9]=[N:10][CH:11]=[CH:12][CH:13]=3)=[N:6][CH:7]=2)[CH:32]=[C:33]([Cl:35])[CH:34]=1 |^1:62,68|. Reported procedure: To a solution of methyl 5-chloro-2,3′-bipyridine-3-carboxylate (1-2, 0.500 g, 2.01 mmol) in tetrahydrofuran (5 mL) and methanol (5 mL) was added potassium hydroxide (0.200 g, 3.61 mmol) and water (1.25 mL) and the system was stirred at room temperature overnight. The reaction mixture was then neutralized with 6N HCl to a pH of 2.0 and then concentrated in vacuo to afford 5-chloro-2,3′-bipyridine-3-carboxylic acid as a bone powder in the form of a bis HCl salt. ESI+ MS [MH]+C11H7ClN2O2=234.9. To ...